From a dataset of the Open Reaction Database (ORD), a public repository of structured organic reaction records. describe an organic reaction: reactants, conditions, products, and yield Starting materials: NC1=CC2=C(N(CC(O2)(C)C)C2=[N+](C=CC=C2)[O-])C=C1[N+](=O)[O-] (2-(7-amino-3,4-dihydro-2,2-dimethyl-6-nitro-2H-1,4-benzoxazin-4-yl)pyridine N-oxide). Reagents/catalysts: [C].[Pd] (palladium-carbon). The solvent is C(C)O (ethanol). Product: NC=1C(=CC2=C(N(CC(O2)(C)C)C2=NC=CC=C2)C1)N (6,7-diamino-3,4-dihydro-2,2-dimethyl-4-(2-pyridyl)-2H-1,4-benzoxazine). Reaction SMILES: [NH2:1][C:2]1[C:20]([N+:21]([O-])=O)=[CH:19][C:5]2[N:6]([C:12]3[CH:17]=[CH:16][CH:15]=[CH:14][N+:13]=3[O-])[CH2:7][C:8]([CH3:11])([CH3:10])[O:9][C:4]=2[CH:3]=1>C(O)C.[C].[Pd]>[NH2:21][C:20]1[C:2]([NH2:1])=[CH:3][C:4]2[O:9][C:8]([CH3:11])([CH3:10])[CH2:7][N:6]([C:12]3[CH:17]=[CH:16][CH:15]=[CH:14][N:13]=3)[C:5]=2[CH:19]=1 |f:2.3|. Procedure: To a suspension of 948 mg 2-(7-amino-3,4-dihydro-2,2-dimethyl-6-nitro-2H-1,4-benzoxazin-4-yl)pyridine N-oxide in 180 ml ethanol, was added a catalytic amount of 10% palladium-carbon powder, and catalytic hydrogenation was performed at ordinary temperature and pressure. The catalyst was filtered off from the reaction mixture, and the solvent was distilled off from the filtrate, thus giving crude 6,7-diamino-3,4-dihydro-2,2-dimethyl-4-(2-pyridyl)-2H-1,4-benzoxazine. This product was immediately us... Reactants: 34, CC1=CC2=C(N(C(N2)=O)C(=C)C)C=C1 (1,3-dihydro-5-methyl-1-(1-methylethenyl)-2H-benzimidazol-2-one), [OH-].[Na+] (sodium hydroxide), BrCCCCl (1-bromo-3-chloropropane). The reagents and catalysts are [Cl-].C(C)[N+](CC1=CC=CC=C1)(CC)CC (N,N,N-triethylbenzenemethanaminium chloride). Product: 40, ClCCCN1C(N(C2=C1C=C(C=C2)C)C(=C)C)=O (3-(3-chloropropyl)-1,3-dihydro-5-methyl-1-(1-methylethenyl)-2H-benzimidazol-2-one). The yield is 84.0%. As a reaction SMILES: [CH3:1][C:2]1[CH:14]=[CH:13][C:5]2[N:6]([C:10]([CH3:12])=[CH2:11])[C:7](=[O:9])[NH:8][C:4]=2[CH:3]=1.[OH-].[Na+].Br[CH2:18][CH2:19][CH2:20][Cl:21]>[Cl-].C([N+](CC)(CC)CC1C=CC=CC=1)C>[Cl:21][CH2:20][CH2:19][CH2:18][N:8]1[C:4]2[CH:3]=[C:2]([CH3:1])[CH:14]=[CH:13][C:5]=2[N:6]([C:10]([CH3:12])=[CH2:11])[C:7]1=[O:9] |f:1.2,4.5|. Procedure details: To a stirred and hot (±50° C) mixture of 34 parts of 1,3-dihydro-5-methyl-1-(1-methylethenyl)-2H-benzimidazol-2-one, 5 parts of N,N,N-triethylbenzenemethanaminium chloride and 300 parts of sodium hydroxide solution 50% are added 57 parts of 1-bromo-3-chloropropane (exothermic reaction: temperature rises to 70° C). The whole is stirred for 1 hour at 65°-70° C. The reaction mixture is cooled and poured onto crushed ice. The product is extracted with methylbenzene. The extract is washed three times... The reactants are COC(N(C)C)OC (N,N-Dimethylformamide dimethyl acetal), NC1=C(C=NN1C=1C=C(C(=O)O)C=CC1C)C(C1=CC(=CC=C1)I)=O (3-[5-Amino-4-(3-iodo-benzoyl)-pyrazol-1-yl]-4-methyl-benzoic acid), CN(C)C=O (DMF). Conditions: temperature 100 celsius, time 3 hour. The product is NC1=C(C=NN1C=1C=C(C(=O)NOC)C=CC1C)C(C1=CC(=CC=C1)I)=O (3-[5-amino-4-(3-iodo-benzoyl)-pyrazol-1-yl]-N-methoxy-4-methyl-benzamide), solid. Isolated yield 90.0%. Reaction SMILES: COC([O:7][CH3:8])N(C)C.[NH2:9][C:10]1[N:14]([C:15]2[CH:16]=[C:17]([CH:21]=[CH:22][C:23]=2[CH3:24])[C:18]([OH:20])=O)[N:13]=[CH:12][C:11]=1[C:25](=[O:33])[C:26]1[CH:31]=[CH:30][CH:29]=[C:28]([I:32])[CH:27]=1.C[N:35](C=O)C>>[NH2:9][C:10]1[N:14]([C:15]2[CH:16]=[C:17]([CH:21]=[CH:22][C:23]=2[CH3:24])[C:18]([NH:35][O:7][CH3:8])=[O:20])[N:13]=[CH:12][C:11]=1[C:25](=[O:33])[C:26]1[CH:31]=[CH:30][CH:29]=[C:28]([I:32])[CH:27]=1. Procedure: N,N-Dimethylformamide dimethyl acetal (10 mL) was added to the solution of 3-(3-benzyloxy-phenyl)-3-oxo-propionitrile 3 (2.5 g, 10 mmol.) in DMF (20 mL, dry) and the mixture was stirred at 100° C. for 3 hr. Solvent was removed and the residue was purified by silica gel column chromatography (EtOAc as eluent). Product 2-(3-benzyloxy-benzoyl)-3-dimethylamino-acrylonitrile 4 was obtained as a light yellow solid (2.6 g, 90%). Reactants: COC=1C=C2C(=CC=NC2=CC1OC)OC1=C(C(=C(N)C=C1)C)C (4-[(6,7-Dimethoxy-4-quinolyl)oxy]-2,3-dimethylaniline), C1(=CC=CC=C1)C (toluene), CC=1C=C(C=CC1)C(=O)N=C=S (3-methyl-1-benzenecarbonyl isothiocyanate). Solvent: C(C)O (ethanol), C(C)O (ethanol). Conditions: time 2 hour. Product: COC=1C=C2C(=CC=NC2=CC1OC)OC1=C(C(=C(C=C1)NC(=S)NC(C1=CC(=CC=C1)C)=O)C)C (N-{4-[(6,7-Dimethoxy-4-quinolyl)oxy]-2,3-dimethylphenyl}-N′-(3-methylbenzoyl)thiourea). Isolated yield 83.0%. RXN SMILES: [CH3:1][C:2]1[CH:3]=[C:4]([C:8]([N:10]=[C:11]=[S:12])=[O:9])[CH:5]=[CH:6][CH:7]=1.[CH3:13][O:14][C:15]1[CH:16]=[C:17]2[C:22](=[CH:23][C:24]=1[O:25][CH3:26])[N:21]=[CH:20][CH:19]=[C:18]2[O:27][C:28]1[CH:34]=[CH:33][C:31]([NH2:32])=[C:30]([CH3:35])[C:29]=1[CH3:36].C1(C)C=CC=CC=1>C(O)C>[CH3:13][O:14][C:15]1[CH:16]=[C:17]2[C:22](=[CH:23][C:24]=1[O:25][CH3:26])[N:21]=[CH:20][CH:19]=[C:18]2[O:27][C:28]1[CH:34]=[CH:33][C:31]([NH:32][C:11]([NH:10][C:8](=[O:9])[C:4]2[CH:5]=[CH:6][CH:7]=[C:2]([CH3:1])[CH:3]=2)=[S:12])=[C:30]([CH3:35])[C:29]=1[CH3:36]. Procedure: Commercially available 3-methyl-1-benzenecarbonyl isothiocyanate (50 μl) was dissolved in ethanol (1 ml) to prepare a solution. 4-[(6,7-Dimethoxy-4-quinolyl)oxy]-2,3-dimethylaniline (50 mg), toluene (5 ml), and ethanol (1 ml) were added to the solution, and the mixture was stirred at room temperature for 2 hr. The reaction solution was concentrated, and the residue was purified by chromatography on silica gel using chloroform/acetone for development to give the title compound (64 mg, yield 83%). The reactants are OC1=C(C=CC2=CC=CC=C12)C(=O)O (1-hydroxy-2-naphthoic acid), S(=O)(Cl)Cl (Thionyl chloride). Solvent: CN(C=O)C (N,N-dimethylformamide). Run at time 2.5 day. The product is OC1=C(C=CC2=CC=CC=C12)C(=O)Cl (1-hydroxy-2-naphthoyl chloride). As a reaction SMILES: [OH:1][C:2]1[C:11]2[C:6](=[CH:7][CH:8]=[CH:9][CH:10]=2)[CH:5]=[CH:4][C:3]=1[C:12]([OH:14])=O.S(Cl)([Cl:17])=O>CN(C)C=O>[OH:1][C:2]1[C:11]2[C:6](=[CH:7][CH:8]=[CH:9][CH:10]=2)[CH:5]=[CH:4][C:3]=1[C:12]([Cl:17])=[O:14]. Procedure: Dry 1-hydroxy-2-naphthoic acid (50 gms., 0.266 mole) was suspended in 350 ml. dry benzene in a flame-dried 1 liter 1-neck round bottom flask under an air condenser and drying tube. Thionyl chloride (31.7 gms., 0.266 mole) was added in one portion followed by 1.5 ml. dry N,N-dimethylformamide. The reaction mixture was stirred magnetically 2-3 days at room temperature. Insoluble material (6.5 gms.) was removed by filtration, and the yellow-tan filtrate was evaporated to dryness to give pale yellow... The reactants are C(C1=CC=CC=C1)OC(NC(C)(CCN(C)C)C)=O (benzyl(4-(dimethylamino)-2-methylbutan-2-yl)carbamate), ClCCC(COCC(CC)CCCl)CC (2-(chloroethyl)-n-butyl ether), ClCCC(COCC(CC)CCCl)CC (2-(chloroethyl)-n-butyl ether). Conditions: temperature 75 celsius, time 8 hour. The product is [Cl-].C(C1=CC=CC=C1)OC(=O)NC(CC[N+](C)(C)CCOCCCC)(C)C (3-(((benzyloxy)carbonyl)amino)-N-(2-butoxyethyl)-N,N,3-trimethylbutan-1-aminium chloride). The yield is 50.9%. As a reaction SMILES: [CH2:1]([O:8][C:9](=[O:19])[NH:10][C:11]([CH3:18])([CH2:13][CH2:14][N:15]([CH3:17])[CH3:16])[CH3:12])[C:2]1[CH:7]=[CH:6][CH:5]=[CH:4][CH:3]=1.[Cl:20][CH2:21][CH2:22][CH:23](CC)[CH2:24][O:25][CH2:26][CH:27](CCCl)CC>>[Cl-:20].[CH2:1]([O:8][C:9]([NH:10][C:11]([CH3:12])([CH3:18])[CH2:13][CH2:14][N+:15]([CH2:27][CH2:26][O:25][CH2:24][CH2:23][CH2:22][CH3:21])([CH3:16])[CH3:17])=[O:19])[C:2]1[CH:7]=[CH:6][CH:5]=[CH:4][CH:3]=1 |f:2.3|. Reported procedure: A mixture of benzyl(4-(dimethylamino)-2-methylbutan-2-yl)carbamate (500 mg, 1.9 mmol, preparation described in previous experiment) and 2-(chloroethyl)-n-butyl ether (517 mg, 3.8 mmol) was stirred overnight at 75° C. An additional portion of 2-(chloroethyl)-n-butyl ether (517 mg, 3.8 mmol) was added and the mixture stirred for 24 hours at 80° C. The resultant white precipitate was collected on a glass fritted filter and washed with ether to give 388 mg of a white solid (51%). 1H NMR (400 MHz, Me... Starting materials: Cl.NC(C(=O)O)CC1=CC(NC2=CC=CC=C12)=O (2-amino-3-(2-quinolon-4-yl)propionic acid hydrochloride), [H][H] (hydrogen). Reagents/catalysts: [C].[Pd] (palladium carbon). The solvent is O (water). Product: Cl.NC(C(=O)O)CC1CC(NC2=CC=CC=C12)=O (2-amino-3-(3,4-dihydroquinolin-2-on-4-yl)propionic acid hydrochloride). Reaction SMILES: [ClH:1].[NH2:2][CH:3]([CH2:7][C:8]1[C:17]2[C:12](=[CH:13][CH:14]=[CH:15][CH:16]=2)[NH:11][C:10](=[O:18])[CH:9]=1)[C:4]([OH:6])=[O:5].[H][H]>O.[C].[Pd]>[ClH:1].[NH2:2][CH:3]([CH2:7][CH:8]1[C:17]2[C:12](=[CH:13][CH:14]=[CH:15][CH:16]=2)[NH:11][C:10](=[O:18])[CH2:9]1)[C:4]([OH:6])=[O:5] |f:0.1,4.5,6.7|. Procedure: 5 Grams of 2-amino-3-(2-quinolon-4-yl)propionic acid hydrochloride was dissolved in 150 ml of water. To this solution was added 1 g of 10%-palladium carbon, then hydrogen gas was adsorbed thereto at 70° C. under a normal pressure. The catalyst was removed from the reaction mixture by filtration, then the filtrate was concentrated under a reduced pressure. The residue thus obtained was crystallized by adding acetone, then recrystallized from ethanol-ether to obtain 3.6 g of 2-amino-3-(3,4-dihydro...